This data is from the Open Reaction Database (ORD), a public repository of structured organic reaction records. The task is: describe an organic reaction: reactants, conditions, products, and yield As a reaction SMILES: [C:1]([C:5]1[NH:10][C:9](=[O:11])[C:8]([CH:12]([NH:15][C:16]([CH:18]2[CH2:22][CH2:21][CH2:20][CH2:19]2)=O)[CH2:13][CH3:14])=[N:7][N:6]=1)([CH3:4])([CH3:3])[CH3:2].P(Cl)(Cl)(Cl)=O>>[C:1]([C:5]1[NH:10][C:9](=[O:11])[C:8]2=[C:12]([CH2:13][CH3:14])[N:15]=[C:16]([CH:18]3[CH2:22][CH2:21][CH2:20][CH2:19]3)[N:7]2[N:6]=1)([CH3:4])([CH3:3])[CH3:2]. The product is C(C)(C)(C)C1=NN2C(C(N1)=O)=C(N=C2C2CCCC2)CC (2-tert-Butyl-7-cyclopentyl-5-ethylimidazo[5,1-f][1,2,4]triazin-4(3H)-one). Starting materials: C(C)(C)(C)C1=NN=C(C(N1)=O)C(CC)NC(=O)C1CCCC1 (N-[1-(3-tert-butyl-5-oxo-4,5-dihydro-1,2,4-triazin-6-yl)propyl]cyclopentanecarboxamide), P(=O)(Cl)(Cl)Cl (phosphoric trichloride). Reported procedure: In analogy to the procedure for Example 1, 150 mg (0.50 mmol) crude N-[1-(3-tert-butyl-5-oxo-4,5-dihydro-1,2,4-triazin-6-yl)propyl]cyclopentanecarboxamide, 80 mg (0.50 mmol) phosphoric trichloride are stirred at reflux for 3 hours, proportionate amounts of the solvents are used.